From a dataset of the Open Reaction Database (ORD), a public repository of structured organic reaction records. describe an organic reaction: reactants, conditions, products, and yield Starting materials: C(Cl)(Cl)Cl (chloroform), CC1(C(C1C=CC(=O)OC(C)(C)C)C(=O)O)C (2,2-dimethyl-3-(3-tert.-butoxy-3-oxo-1-propenyl)-cyclopropane-carboxylic acid), (RS) cyano 2-(6-phenoxy-pyridyl)-methanol. Yields the product CC1(C(C1C=CC(=O)OCCC)C(=O)O)C (2,2-dimethyl-3-(3-propoxy-3-oxo-1-propenyl)-cyclopropane-carboxylic acid), CC1(C(C1C=CC(=O)OC(C)(C)C)C(=O)[O-])C (2,2-dimethyl-3-(3-tert.-butoxy-3-oxo-1-propenyl)-cyclopropane-carboxylate). As a reaction SMILES: [CH3:1][C:2]1([CH3:17])[CH:4]([CH:5]=[CH:6][C:7]([O:9][C:10]([CH3:13])([CH3:12])[CH3:11])=[O:8])[CH:3]1[C:14]([OH:16])=[O:15].[CH:18](Cl)(Cl)Cl>>[CH3:17][C:2]1([CH3:1])[CH:4]([CH:5]=[CH:6][C:7]([O:9][CH2:10][CH2:13][CH3:18])=[O:8])[CH:3]1[C:14]([OH:16])=[O:15].[CH3:1][C:2]1([CH3:17])[CH:4]([CH:5]=[CH:6][C:7]([O:9][C:10]([CH3:11])([CH3:12])[CH3:13])=[O:8])[CH:3]1[C:14]([O-:16])=[O:15]. Procedure details: Using the procedure of Example 9, the product of Step D and (RS) cyano 2-(6-phenoxy-pyridyl)-methanol were reacted to obtain (RS) cyano 2-(6-phenoxy-pyridyl)-methyl (1R, cis, ΔZ) 2,2-dimethyl-3-(3-tert.-butoxy-3-oxo-1-propenyl)-cyclopropane-carboxylate with a specific rotation of [α]D20 =+68°±1.5° (c=1% in chloroform). Starting materials: Cc1cc(C(C)(C)C)c(O)c(C(C)(C)C)c1, CC1(C)OC(=O)c2c(cccc2OS(=O)(=O)C(F)(F)F)O1, CCCC[Sn](CCCC)(CCCC)c1ccc(OC)nc1, [Cl-], [Li+], C1COCCO1. Product: CC1(C)OC(=O)c2c(O)cccc2O1. RXN SMILES: [C:45]([c:46]1[cH:47][c:48]([CH3:49])[cH:50][c:51]([C:52]([CH3:53])([CH3:54])[CH3:55])[c:56]1[OH:57])([CH3:58])([CH3:59])[CH3:60].[CH3:1][C:2]1([CH3:21])[O:3][c:4]2[c:5]([c:9]([O:13][S:14]([C:15]([F:16])([F:17])[F:18])(=[O:19])=[O:20])[cH:10][cH:11][cH:12]2)[C:6](=[O:8])[O:7]1.[CH3:22][O:23][c:24]1[cH:25][cH:26][c:27]([Sn:28]([CH2:29][CH2:30][CH2:31][CH3:32])([CH2:33][CH2:34][CH2:35][CH3:36])[CH2:37][CH2:38][CH2:39][CH3:40])[cH:41][n:42]1.[Cl-:44].[Li+:43].[O:61]1[CH2:62][CH2:63][O:64][CH2:65][CH2:66]1>>[CH3:1][C:2]1([CH3:21])[O:3][c:4]2[c:5]([c:9]([OH:13])[cH:10][cH:11][cH:12]2)[C:6](=[O:8])[O:7]1.